Dataset: the Open Reaction Database (ORD), a public repository of structured organic reaction records. Task: describe an organic reaction: reactants, conditions, products, and yield Procedure: Compound 75 was prepared from 8-amino-5-oxo-2-(4-phenoxyphenyl)-5,6-dihydro-4H-benzo[f]pyrazolo[1,5-a][1,3]diazepine-3-carboxamide and acryloyl chloride according to the procedure similar to that for compound 8. 1H NMR (400 MHz, CD3OD-d4) δ 7.85-7.79 (m, 3H), 7.75-7.71 (m, 2H), 7.43-7.37 (m, 2H), 7.20-7.14 (m, 1H), 7.12-7.06 (m, 4H), 6.50-6.35 (m, 2H), 5.81 (dd, J=2.6, 9.0 Hz, 1H), 3.75 (s, 2H). MS (ESI) m/e [M+1]+ 480.1. RXN SMILES: [NH2:1][C:2]1[CH:3]=[CH:4][C:5]2[N:11]3[N:12]=[C:13]([C:18]4[CH:23]=[CH:22][C:21]([O:24][C:25]5[CH:30]=[CH:29][CH:28]=[CH:27][CH:26]=5)=[CH:20][CH:19]=4)[C:14]([C:15]([NH2:17])=[O:16])=[C:10]3[NH:9][C:8](=[O:31])[CH2:7][C:6]=2[CH:32]=1.[C:33](Cl)(=[O:36])[CH:34]=[CH2:35]>>[C:33]([NH:1][C:2]1[CH:3]=[CH:4][C:5]2[N:11]3[N:12]=[C:13]([C:18]4[CH:23]=[CH:22][C:21]([O:24][C:25]5[CH:30]=[CH:29][CH:28]=[CH:27][CH:26]=5)=[CH:20][CH:19]=4)[C:14]([C:15]([NH2:17])=[O:16])=[C:10]3[NH:9][C:8](=[O:31])[CH2:7][C:6]=2[CH:32]=1)(=[O:36])[CH:34]=[CH2:35]. Starting materials: NC=1C=CC2=C(CC(NC=3N2N=C(C3C(=O)N)C3=CC=C(C=C3)OC3=CC=CC=C3)=O)C1 (8-amino-5-oxo-2-(4-phenoxyphenyl)-5,6-dihydro-4H-benzo[f]pyrazolo[1,5-a][1,3]diazepine-3-carboxamide), C(C=C)(=O)Cl (acryloyl chloride), compound 8. Product: C(C=C)(=O)NC=1C=CC2=C(CC(NC=3N2N=C(C3C(=O)N)C3=CC=C(C=C3)OC3=CC=CC=C3)=O)C1 (8-Acrylamido-5-oxo-2-(4-phenoxyphenyl)-5,6-dihydro-4H-benzo[f]pyrazolo[1,5-a][1,3]diazepine-3-carboxamide). Reactants: CSCCC(=O)Nc1ccc(OCC(O)CO)cc1, CI, CN(C)C=O. The product is C[S+](C)CCC(=O)Nc1ccc(OCC(O)CO)cc1, [I-]. Reaction SMILES: [CH3:1][S:2][CH2:3][CH2:4][C:5]([NH:6][c:7]1[cH:8][cH:9][c:10]([O:13][CH2:14][CH:15]([CH2:16][OH:17])[OH:18])[cH:11][cH:12]1)=[O:19].[CH3:20][I:21].[CH3:22][N:23]([CH3:24])[CH:25]=[O:26]>>[CH3:1][S+:2]([CH2:3][CH2:4][C:5]([NH:6][c:7]1[cH:8][cH:9][c:10]([O:13][CH2:14][CH:15]([CH2:16][OH:17])[OH:18])[cH:11][cH:12]1)=[O:19])[CH3:20].[I-:21]. The reactants are CCCCO, CC(C)(C)OC(=O)N1CC2CC1CN2, CCN(C(C)C)C(C)C, Nc1cc(Cl)ncn1. Product: CC(C)(C)OC(=O)N1CC2CC1CN2c1cc(N)ncn1. As a reaction SMILES: [CH2:32]([OH:33])[CH2:34][CH2:35][CH3:36].[CH:18]12[N:19]([C:25](=[O:26])[O:27][C:28]([CH3:29])([CH3:30])[CH3:31])[CH2:20][CH:21]([NH:22][CH2:23]1)[CH2:24]2.[CH:9]([N:10]([CH:11]([CH3:12])[CH3:13])[CH2:14][CH3:15])([CH3:16])[CH3:17].[Cl:1][c:2]1[cH:3][c:4]([NH2:8])[n:5][cH:6][n:7]1>>[c:2]1([N:22]2[CH:21]3[CH2:20][N:19]([C:25](=[O:26])[O:27][C:28]([CH3:29])([CH3:30])[CH3:31])[CH:18]([CH2:23]2)[CH2:24]3)[cH:3][c:4]([NH2:8])[n:5][cH:6][n:7]1.